Dataset: the Open Reaction Database (ORD), a public repository of structured organic reaction records. Task: describe an organic reaction: reactants, conditions, products, and yield Solvent: CN(C=O)C (N,N-dimethylformamide), CN(C=O)C (N,N-dimethylformamide). Reaction SMILES: [Cl:1][C:2]1[CH:11]=[C:10]2[C:5]([C:6](=[O:19])[NH:7][C:8](=[O:18])[N:9]2[CH2:12][C:13]([O:15][CH2:16][CH3:17])=[O:14])=[CH:4][CH:3]=1.[H-].[Na+].[Br:22][C:23]1[CH:30]=[CH:29][C:26]([CH2:27]Br)=[C:25]([F:31])[CH:24]=1.Cl>CN(C)C=O>[Br:22][C:23]1[CH:30]=[CH:29][C:26]([CH2:27][N:7]2[C:6](=[O:19])[C:5]3[C:10](=[CH:11][C:2]([Cl:1])=[CH:3][CH:4]=3)[N:9]([CH2:12][C:13]([O:15][CH2:16][CH3:17])=[O:14])[C:8]2=[O:18])=[C:25]([F:31])[CH:24]=1 |f:1.2|. Reaction conditions: time 4 hour. The product is BrC1=CC(=C(CN2C(N(C3=CC(=CC=C3C2=O)Cl)CC(=O)OCC)=O)C=C1)F (ethyl 2-[3-(4-bromo-2-fluorobenzyl)-7-chloro-1,2,3,4-tetrahydro-2,4-dioxoquinazolin-1-yl]acetate). Starting materials: ClC1=CC=C2C(NC(N(C2=C1)CC(=O)OCC)=O)=O (ethyl 2-(7-chloro-1,2,3,4-tetrahydro-2,4-dioxoquinazolin-1-yl)acetate), [H-].[Na+] (sodium hydride), BrC1=CC(=C(CBr)C=C1)F (4-bromo-2-fluorobenzyl bromide), Cl (hydrochloric acid). Isolated yield 85.8%. Reported procedure: To a solution of ethyl 2-(7-chloro-1,2,3,4-tetrahydro-2,4-dioxoquinazolin-1-yl)acetate (176 g) in N,N-dimethylformamide (3.5 l) was added sodium hydride (60% in mineral oil, 32.3 g) at 0° C. and the mixture was stirred at room temperature for 4 hours. To the reaction mixture was added a solution of 4-bromo-2-fluorobenzyl bromide (200 g) in N,N-dimethylformamide (100 ml) below 20° C. over a 20-minute period and the resulting mixture was stirred at room temperature for 1 hour. 3N Aqueous hydrochlo... Starting materials: N(CCO)(CCO)CCO (Triethanolamine), Cl (HCl), C(C1=CC=CC=C1)(=O)OC(C1=CC=CC=C1)=O (benzoic anhydride). The solvent is OCC(O)CO.O (glycerol water). Product: C(C1=CC=CC=C1)(=O)O (Benzoic acid). RXN SMILES: N(CCO)(CCO)CCO.Cl.[C:12]([O:20]C(=O)C1C=CC=CC=1)(=[O:19])[C:13]1[CH:18]=[CH:17][CH:16]=[CH:15][CH:14]=1>OCC(CO)O.O>[C:12]([OH:20])(=[O:19])[C:13]1[CH:18]=[CH:17][CH:16]=[CH:15][CH:14]=1 |f:3.4|. Reported procedure: Standard reaction conditions for the rate determinations in Table 1 are as follows: 60% glycerol/water (w/w), 120 ppm hardness (2:1 Ca:Mg), 10 mM Triethanolamine adjusted to pH 7 with HCl, and 50 umol benzoic anhydride. All incubations were at -10 deg. centigrade for 5 mins. Benzoic acid produced was measured by HPLC via an internal standard (acenaphthylene). Reactants: [H-] (hydride), [K].[Na] (sodium-potassium), [H-].[Al+3].[Li+].[H-].[H-].[H-] (lithium aluminium hydride), C(C#C)N1C=C(C(=C1)C(=O)OCC)C(F)(F)F (ethyl 1-(2-propynyl)-3-trifluoromethyl-1H-pyrrole-4-carboxylate). Solvent: O1CCCC1 (tetrahydrofuran), C(C)(=O)OCC (ethyl acetate). Run at temperature 20 celsius, time 2 hour. Yields the product C(C#C)N1C=C(C(=C1)CO)C(F)(F)F (1-(2-propynyl)-3-trifluoromethyl-1H-pyrrole-4-methanol). Yield: 54.6%. Reaction SMILES: [H-].[Al+3].[Li+].[H-].[H-].[H-].[CH2:7]([N:10]1[CH:14]=[C:13]([C:15](OCC)=[O:16])[C:12]([C:20]([F:23])([F:22])[F:21])=[CH:11]1)[C:8]#[CH:9].[H-].[K].[Na]>O1CCCC1.C(OCC)(=O)C>[CH2:7]([N:10]1[CH:14]=[C:13]([CH2:15][OH:16])[C:12]([C:20]([F:23])([F:21])[F:22])=[CH:11]1)[C:8]#[CH:9] |f:0.1.2.3.4.5,8.9,^1:24,25|. Procedure details: At 0° C., 1.95 g of lithium aluminium hydride were introduced in small portions into a solution of 12.6 g of ethyl 1-(2-propynyl)-3-trifluoromethyl-1H-pyrrole-4-carboxylate in 65 ml of tetrahydrofuran with stirring for 2 hours at 20° C. 10 ml of ethyl acetate were added to eliminate possible excess of hydride and the reaction mixture was poured into a saturated solution of sodium-potassium double tartrate. After extraction with ethyl acetate, the extracts were concentrated to dryness by distilla... Starting materials: CCOC(C)=O, CCN(C(C)C)C(C)C, Clc1ncnc(Cl)n1, CN(C)C=O, O, Nc1cccc(Cn2ccnn2)c1. Yields the product Clc1ncnc(Nc2cccc(Cn3ccnn3)c2)n1. Reaction SMILES: [CH3:36][CH2:37][O:38][C:39]([CH3:40])=[O:41].[CH:9]([N:10]([CH2:11][CH3:12])[CH:13]([CH3:14])[CH3:15])([CH3:16])[CH3:17].[Cl:1][c:2]1[n:3][cH:4][n:5][c:6]([Cl:8])[n:7]1.[O:31]=[CH:32][N:33]([CH3:34])[CH3:35].[OH2:42].[n:18]1([CH2:23][c:24]2[cH:25][c:26]([NH2:30])[cH:27][cH:28][cH:29]2)[n:19][n:20][cH:21][cH:22]1>>[c:2]1([NH:30][c:26]2[cH:25][c:24]([CH2:23][n:18]3[n:19][n:20][cH:21][cH:22]3)[cH:29][cH:28][cH:27]2)[n:3][cH:4][n:5][c:6]([Cl:8])[n:7]1.